Dataset: the Open Reaction Database (ORD), a public repository of structured organic reaction records. Task: describe an organic reaction: reactants, conditions, products, and yield The reactants are C(C)OC(=O)N1[C@H](C[C@H](C2=CC(=C(C=C12)OC)OC)N)C (cis-4-amino-6,7-dimethoxy-2-methyl-3,4-dihydro-2H-quinoline-1-carboxylic acid ethyl ester), C(C)(=O)O (acetic acid), FC(C=1C=C(C=O)C=C(C1)C(F)(F)F)(F)F (3,5-bis-trifluoromethyl-benzaldehyde), C(C)(=O)O[BH-](OC(C)=O)OC(C)=O.[Na+] (sodium triacetoxyborohydride), C([O-])([O-])=O.[K+].[K+] (potassium carbonate). The solvent is ClC(C)Cl (dichloroethane), O (water). Reaction conditions: time 35 minute. The product is C(C)OC(=O)N1[C@H](C[C@H](C2=CC(=C(C=C12)OC)OC)NCC1=CC(=CC(=C1)C(F)(F)F)C(F)(F)F)C (cis-4-[(3,5-Bis-trifluoromethyl-benzyl)-amino]-6,7-dimethoxy-2-methyl-3,4-dihydro-2H-quinoline-1-carboxylic Acid Ethyl Ester). Isolated yield 70.8%. RXN SMILES: [CH2:1]([O:3][C:4]([N:6]1[C:15]2[C:10](=[CH:11][C:12]([O:18][CH3:19])=[C:13]([O:16][CH3:17])[CH:14]=2)[C@H:9]([NH2:20])[CH2:8][C@@H:7]1[CH3:21])=[O:5])[CH3:2].C(O)(=O)C.[F:26][C:27]([F:41])([F:40])[C:28]1[CH:29]=[C:30]([CH:33]=[C:34]([C:36]([F:39])([F:38])[F:37])[CH:35]=1)[CH:31]=O.C(O[BH-](OC(=O)C)OC(=O)C)(=O)C.[Na+].C(=O)([O-])[O-].[K+].[K+]>ClC(Cl)C.O>[CH2:1]([O:3][C:4]([N:6]1[C:15]2[C:10](=[CH:11][C:12]([O:18][CH3:19])=[C:13]([O:16][CH3:17])[CH:14]=2)[C@H:9]([NH:20][CH2:31][C:30]2[CH:33]=[C:34]([C:36]([F:38])([F:39])[F:37])[CH:35]=[C:28]([C:27]([F:26])([F:40])[F:41])[CH:29]=2)[CH2:8][C@@H:7]1[CH3:21])=[O:5])[CH3:2] |f:3.4,5.6.7|. Procedure details: A solution of cis-4-amino-6,7-dimethoxy-2-methyl-3,4-dihydro-2H-quinoline-1-carboxylic acid ethyl ester (527 mg, 1.8 mmol) in dichloroethane (12 mL) was treated sequentially with acetic acid (0.1 mL, 1.8 mmol) and 3,5-bis-trifluoromethyl-benzaldehyde (0.30 mL, 1.8 mmol). After stirring 35 minutes at room temperature, sodium triacetoxyborohydride (570 mg, 2.7 mmol) was added to the mixture. After 3 days, 20 mL of water was added and the mixture made basic (pH 10) with potassium carbonate. The mix... Yields the product O=C(CCCCNC(=O)Nc1ccc(Cl)cc1)Nc1ccc(Cl)cc1C(=O)O. The reactants are C1CCOC1, COC(=O)c1cc(Cl)ccc1NC(=O)CCCCNC(=O)Nc1ccc(Cl)cc1, [Na+], [OH-]. Reaction SMILES: [CH2:32]1[O:33][CH2:34][CH2:35][CH2:36]1.[Cl:1][c:2]1[cH:3][cH:4][c:5]([NH:12][C:13]([CH2:14][CH2:15][CH2:16][CH2:17][NH:18][C:19](=[O:20])[NH:21][c:22]2[cH:23][cH:24][c:25]([Cl:28])[cH:26][cH:27]2)=[O:29])[c:6]([C:7](=[O:8])[O:9][CH3:10])[cH:11]1.[Na+:31].[OH-:30]>>[Cl:1][c:2]1[cH:3][cH:4][c:5]([NH:12][C:13]([CH2:14][CH2:15][CH2:16][CH2:17][NH:18][C:19](=[O:20])[NH:21][c:22]2[cH:23][cH:24][c:25]([Cl:28])[cH:26][cH:27]2)=[O:29])[c:6]([C:7](=[O:8])[OH:9])[cH:11]1. Starting materials: Cl, COC(=O)c1nccc(Sc2cnc(Nc3nccc4sccc34)s2)c1F, [Na+], [OH-], O. Product: O=C(O)c1nccc(Sc2cnc(Nc3nccc4sccc34)s2)c1F. RXN SMILES: [ClH:30].[F:1][c:2]1[c:3]([C:24](=[O:25])[O:26][CH3:27])[n:4][cH:5][cH:6][c:7]1[S:8][c:9]1[cH:10][n:11][c:12]([NH:14][c:15]2[n:16][cH:17][cH:18][c:19]3[c:20]2[cH:21][cH:22][s:23]3)[s:13]1.[Na+:29].[OH-:28].[OH2:31]>>[F:1][c:2]1[c:3]([C:24](=[O:25])[OH:26])[n:4][cH:5][cH:6][c:7]1[S:8][c:9]1[cH:10][n:11][c:12]([NH:14][c:15]2[n:16][cH:17][cH:18][c:19]3[c:20]2[cH:21][cH:22][s:23]3)[s:13]1.